Task: describe an organic reaction: reactants, conditions, products, and yield. Dataset: the Open Reaction Database (ORD), a public repository of structured organic reaction records Reactants: O=C=Nc1ccc(C(F)(F)F)cc1, C1CCOC1, CCOC(=O)C(Cc1cccc(CO)c1)OC(C)C, c1ccncc1. The product is CCOC(=O)C(Cc1cccc(COC(=O)Nc2ccc(C(F)(F)F)cc2)c1)OC(C)C. RXN SMILES: [F:20][C:21]([c:22]1[cH:23][cH:24][c:25]([N:28]=[C:29]=[O:30])[cH:26][cH:27]1)([F:31])[F:32].[O:39]1[CH2:40][CH2:41][CH2:42][CH2:43]1.[OH:1][CH2:2][c:3]1[cH:4][c:5]([CH2:9][CH:10]([C:11](=[O:12])[O:13][CH2:14][CH3:15])[O:16][CH:17]([CH3:18])[CH3:19])[cH:6][cH:7][cH:8]1.[cH:33]1[cH:34][cH:35][n:36][cH:37][cH:38]1>>[O:1]([CH2:2][c:3]1[cH:4][c:5]([CH2:9][CH:10]([C:11](=[O:12])[O:13][CH2:14][CH3:15])[O:16][CH:17]([CH3:18])[CH3:19])[cH:6][cH:7][cH:8]1)[C:29]([NH:28][c:25]1[cH:24][cH:23][c:22]([C:21]([F:20])([F:31])[F:32])[cH:27][cH:26]1)=[O:30]. Starting materials: N#N (N2), C1=CCCC1 (cyclopentene), C(C)(=O)[O-].[K+] (potassium acetate), COC(C1=CC=C(C=C1)S(=O)(=O)N1C=C(C2=CC=CC=C12)I)=O (4-(3-Iodo-indole-1-sulfonyl)-benzoic acid methyl ester). Reagents/catalysts: [Cl-].C(CCC)[N+](CCCC)(CCCC)CCCC (tetrabutylammonium chloride), CC(=O)O.CC(=O)O.[Pd] (palladium II acetate). Run in CN(C)C=O (DMF). Reaction conditions: temperature 62.5 celsius. Yields the product COC(C1=CC=C(C=C1)S(=O)(=O)N1C=C(C2=CC=CC=C12)C1=CCCC1)=O (4-(3-Cyclopent-1-enyl-indole-1-sulfonyl)-benzoic acid methyl ester). Yield: 81.2%. As a reaction SMILES: N#N.[CH3:3][O:4][C:5](=[O:25])[C:6]1[CH:11]=[CH:10][C:9]([S:12]([N:15]2[C:23]3[C:18](=[CH:19][CH:20]=[CH:21][CH:22]=3)[C:17](I)=[CH:16]2)(=[O:14])=[O:13])=[CH:8][CH:7]=1.[CH:26]1[CH2:30][CH2:29][CH2:28][CH:27]=1.C([O-])(=O)C.[K+]>[Cl-].C([N+](CCCC)(CCCC)CCCC)CCC.CC(O)=O.CC(O)=O.[Pd].CN(C=O)C>[CH3:3][O:4][C:5](=[O:25])[C:6]1[CH:11]=[CH:10][C:9]([S:12]([N:15]2[C:23]3[C:18](=[CH:19][CH:20]=[CH:21][CH:22]=3)[C:17]([C:26]3[CH2:30][CH2:29][CH2:28][CH:27]=3)=[CH:16]2)(=[O:14])=[O:13])=[CH:8][CH:7]=1 |f:3.4,5.6,7.8.9|. Procedure: Add to a 2-L 3-neck round bottom flask equipped with overhead stirrer, N2 line, and temperature probe 4-(3-Iodo-indole-1-sulfonyl)-benzoic acid methyl ester (69.0 g, 0.156 mol) and anhydrous DMF (700 mL). Add to the stirring solution at room temperature cyclopentene (138.0 mL, 1.57 mol), palladium II acetate (1.8 g, 0.0 mmol), tetrabutylammonium chloride (43.5 g, 0.156 mol), and potassium acetate (46.0 g, 0.469 mol). Warm the resulting dark mixture at 60-65° C. for 16 h. Cool the reaction mixtur... The product is O=C(O)Cc1ccc2sc(-c3ccc(C(F)(F)F)cc3)nc2c1. Reactants: Cl, N#CCc1ccc2sc(-c3ccc(C(F)(F)F)cc3)nc2c1, [Na+], O=C([O-])O, O. RXN SMILES: [ClH:28].[F:1][C:2]([c:3]1[cH:4][cH:5][c:6](-[c:9]2[s:10][c:11]3[c:12]([n:13]2)[cH:14][c:15]([CH2:18][C:19]#[N:20])[cH:16][cH:17]3)[cH:7][cH:8]1)([F:21])[F:22].[Na+:27].[O-:23][C:24](=[O:25])[OH:26].[OH2:29]>>[F:1][C:2]([c:3]1[cH:4][cH:5][c:6](-[c:9]2[s:10][c:11]3[c:12]([n:13]2)[cH:14][c:15]([CH2:18][C:24](=[O:23])[OH:26])[cH:16][cH:17]3)[cH:7][cH:8]1)([F:21])[F:22]. The reactants are BrC=1C=C(C=CC1)N1N=CC(=C1)[C@]1(N=C(OCC1(F)F)N)C ((R)-4-(1-(3-bromophenyl)-1H-pyrazol-4-yl)-5,5-difluoro-4-methyl-5,6-dihydro-4H-1,3-oxazin-2-amine), CN(C=O)C (N,N-dimethylformamide). Reagents/catalysts: [C-]#N.[Zn+2].[C-]#N (zinc cyanide), [Pd].C1(=CC=CC=C1)P(C1=CC=CC=C1)C1=CC=CC=C1.C1(=CC=CC=C1)P(C1=CC=CC=C1)C1=CC=CC=C1.C1(=CC=CC=C1)P(C1=CC=CC=C1)C1=CC=CC=C1.C1(=CC=CC=C1)P(C1=CC=CC=C1)C1=CC=CC=C1 (tetrakis(triphenylphosphine)-palladium(0)). The product is NC=1OCC([C@@](N1)(C)C=1C=NN(C1)C=1C=C(C#N)C=CC1)(F)F (3-[4-((R)-2-amino-5,5-difluoro-4-methyl-5,6-dihydro-4H-[1,3]oxazin-4-yl)-pyrazol-1-yl]-benzonitrile). The yield is 79.0%. RXN SMILES: Br[C:2]1[CH:3]=[C:4]([N:8]2[CH:12]=[C:11]([C@:13]3([CH3:22])[C:18]([F:20])([F:19])[CH2:17][O:16][C:15]([NH2:21])=[N:14]3)[CH:10]=[N:9]2)[CH:5]=[CH:6][CH:7]=1.[CH3:23][N:24](C)C=O>[C-]#N.[Zn+2].[C-]#N.[Pd].C1(P(C2C=CC=CC=2)C2C=CC=CC=2)C=CC=CC=1.C1(P(C2C=CC=CC=2)C2C=CC=CC=2)C=CC=CC=1.C1(P(C2C=CC=CC=2)C2C=CC=CC=2)C=CC=CC=1.C1(P(C2C=CC=CC=2)C2C=CC=CC=2)C=CC=CC=1>[NH2:21][C:15]1[O:16][CH2:17][C:18]([F:20])([F:19])[C@:13]([C:11]2[CH:10]=[N:9][N:8]([C:4]3[CH:3]=[C:2]([CH:7]=[CH:6][CH:5]=3)[C:23]#[N:24])[CH:12]=2)([CH3:22])[N:14]=1 |f:2.3.4,5.6.7.8.9|. Reported procedure: A mixture of (R)-4-(1-(3-bromophenyl)-1H-pyrazol-4-yl)-5,5-difluoro-4-methyl-5,6-dihydro-4H-1,3-oxazin-2-amine (20 mg, 53.9 μmol) (intermediate K7.1), zinc cyanide (3.8 mg, 32.3 μmol) and tetrakis(triphenylphosphine)-palladium(0) (6.23 mg, 5.39 μmol) was heated at 160° C. in N,N-dimethylformamide (0.5 ml) for 30 minutes in a microwave oven. Thereafter, the reaction mixture was evaporated at reduced pressure and purified by preparative HPLC. The 3-[4-((R)-2-amino-5,5-difluoro-4-methyl-5,6-dihydro... Starting materials: C(CC)OC1=CC=C(C=C1)C1=CC=C(C(=O)OCCC)C=C1 (propyl 4-(4′-propoxyphenyl)benzoate), O (water), O.NN (hydrazine monohydrate), O.NN (hydrazine monohydrate). Run in C(C)O (ethanol), O1CCCC1 (tetrahydrofuran). Run at time 30 minute. The product is C(CC)OC1=CC=C(C=C1)C1=CC=C(C(=O)NN)C=C1 (4-(4′-propoxyphenyl)-benzoyl hydrazine). Reaction SMILES: [CH2:1]([O:4][C:5]1[CH:10]=[CH:9][C:8]([C:11]2[CH:22]=[CH:21][C:14]([C:15](OCCC)=[O:16])=[CH:13][CH:12]=2)=[CH:7][CH:6]=1)[CH2:2][CH3:3].O.[NH2:24][NH2:25].O>C(O)C.O1CCCC1>[CH2:1]([O:4][C:5]1[CH:10]=[CH:9][C:8]([C:11]2[CH:22]=[CH:21][C:14]([C:15]([NH:24][NH2:25])=[O:16])=[CH:13][CH:12]=2)=[CH:7][CH:6]=1)[CH2:2][CH3:3] |f:1.2|. Procedure details: To a mixture of propyl 4-(4′-propoxyphenyl)benzoate (20.00 g) in a mixture of ethanol (100 ml) and tetrahydrofuran (40 ml) was added hydrazine monohydrate (32.5 ml). The mixture was refluxed for 2 hours, during this period additional hydrazine monohydrate (32.5 ml) was added into the mixture. After cooling to room temperature, the reaction mixture was poured into water (1800 ml) and then the mixture was stirred for 30 minutes at room temperature. The resulting precipitate was filtered, washed wi...